From a dataset of the Open Reaction Database (ORD), a public repository of structured organic reaction records. describe an organic reaction: reactants, conditions, products, and yield The reactants are C(C)(C)(C)OP(OC(C)(C)C)([O-])=O.C(CCC)[N+](CCCC)(CCCC)CCCC (tetra-n-butyl ammonium phosphoric acid di-tert-butyl ester salt), BrCCCO (3-bromo-1-propanol). The solvent is COCCOC (ethylene glycol dimethyl ether). The product is OCCCOP(OC(C)(C)C)(OC(C)(C)C)=O (Phosphoric acid di-tert-butyl ester 3-hydroxy-propyl ester). Isolated yield 100.0%. RXN SMILES: [C:1]([O:5][P:6](=[O:13])([O-:12])[O:7][C:8]([CH3:11])([CH3:10])[CH3:9])([CH3:4])([CH3:3])[CH3:2].C([N+](CCCC)(CCCC)CCCC)CCC.Br[CH2:32][CH2:33][CH2:34][OH:35]>COCCOC>[OH:35][CH2:34][CH2:33][CH2:32][O:13][P:6](=[O:12])([O:7][C:8]([CH3:11])([CH3:10])[CH3:9])[O:5][C:1]([CH3:4])([CH3:2])[CH3:3] |f:0.1|. Procedure details: To a 100 mL flask was added tetra-n-butyl ammonium phosphoric acid di-tert-butyl ester salt (3.08 g, 6.8 mmol), ethylene glycol dimethyl ether (10 mL), and 3-bromo-1-propanol (freshly distilled from potassium carbonate). The reaction mixture was heated to reflux for 2.5 hours. After cooling to room temperature, the reaction mixture was diluted with ethyl ether (60 mL) and cooled in a refrigerator until a white solid precipitated. The solid was filtered through Celite and the filtrate was evapora...